Dataset: the Open Reaction Database (ORD), a public repository of structured organic reaction records. Task: describe an organic reaction: reactants, conditions, products, and yield Reactants: C(CC(=O)N)(=O)OCC (Ethyl malonamate), C(=O)=O (CO2), NC(=N)NC(=N)N (biguanide). Solvent: CO (methanol). Conditions: temperature 15 celsius, time 35 minute. Product: NC1=NC(=NC(=N1)N)CC(N)=O (2,4-Diamino-6-carbamoylmethyl-1,3,5-triazine). Reaction SMILES: [C:1](OCC)(=O)[CH2:2][C:3]([NH2:5])=[O:4].C(=O)=O.[NH2:13][C:14]([NH:16][C:17]([NH2:19])=[NH:18])=[NH:15]>CO>[NH2:18][C:17]1[N:16]=[C:14]([NH2:13])[N:15]=[C:1]([CH2:2][C:3](=[O:4])[NH2:5])[N:19]=1. Reported procedure: Ethyl malonamate (34.7 g, 0.26 mole) and methanol (100 ml) were placed in a flash equipped with a dropping funnel, a stirrer, and a soda lime trap (to exclude CO2). The flask was cooled to about 15° C. in an ice-water bath. Freshly prepared biguanide (26.3 g, 0.26 mole, in 250 ml methanol) was added, with stirring, over 35 min at 15°-20° C. A white precipitate began to form within 8-9 min. The mixture was allowed to stir overnight at room temperature. It was then cooled to 15° C., and the white ... Reactants: CCOc1cc(C(F)(F)F)ccc1C(=O)O, CN(C)C=O, CCN(C(C)C)C(C)C, Cl, CC(C)c1nnc(NS(=O)(=O)c2ccc(C3(CN)CCCCC3)cc2)s1. Product: CCOc1cc(C(F)(F)F)ccc1C(=O)NCC1(c2ccc(S(=O)(=O)Nc3nnc(C(C)C)s3)cc2)CCCCC1. As a reaction SMILES: [CH2:1]([CH3:2])[O:3][c:4]1[c:5]([C:6](=[O:7])[OH:8])[cH:9][cH:10][c:11]([C:13]([F:14])([F:15])[F:16])[cH:12]1.[CH3:53][N:54]([CH3:55])[CH:56]=[O:57].[CH:17]([N:18]([CH2:19][CH3:20])[CH:21]([CH3:22])[CH3:23])([CH3:24])[CH3:25].[ClH:26].[NH2:27][CH2:28][C:29]1([c:35]2[cH:36][cH:37][c:38]([S:41](=[O:42])(=[O:43])[NH:44][c:45]3[s:46][c:47]([CH:50]([CH3:51])[CH3:52])[n:48][n:49]3)[cH:39][cH:40]2)[CH2:30][CH2:31][CH2:32][CH2:33][CH2:34]1>>[CH2:1]([CH3:2])[O:3][c:4]1[c:5]([C:6](=[O:8])[NH:27][CH2:28][C:29]2([c:35]3[cH:36][cH:37][c:38]([S:41](=[O:42])(=[O:43])[NH:44][c:45]4[s:46][c:47]([CH:50]([CH3:51])[CH3:52])[n:48][n:49]4)[cH:39][cH:40]3)[CH2:30][CH2:31][CH2:32][CH2:33][CH2:34]2)[cH:9][cH:10][c:11]([C:13]([F:14])([F:15])[F:16])[cH:12]1.